From a dataset of the Open Reaction Database (ORD), a public repository of structured organic reaction records. describe an organic reaction: reactants, conditions, products, and yield Starting materials: ClC1=C(C(=CC=C1)[N+](=O)[O-])SC(C)C (2-chloro-6-nitrophenyl-isopropylsulfane), CO (methanol), steel, [H][H] (hydrogen), [H][H] (hydrogen), [H][H] (hydrogen), [H][H] (hydrogen), [H][H] (hydrogen). Reagents/catalysts: [Ni] (Raney nickel). The solvent is O (water). Conditions: temperature 60 celsius, time 2 hour. The product is C(C)(C)SC1=C(N)C=CC=C1 (2-isopropylmercaptoaniline). As a reaction SMILES: Cl[C:2]1[CH:7]=[CH:6][CH:5]=[C:4]([N+:8]([O-])=O)[C:3]=1[S:11][CH:12]([CH3:14])[CH3:13].CO.[H][H]>[Ni].O>[CH:12]([S:11][C:3]1[CH:2]=[CH:7][CH:6]=[CH:5][C:4]=1[NH2:8])([CH3:14])[CH3:13]. Procedure details: 34.7 g of 2-chloro-6-nitrophenyl-isopropylsulfane, 140.0 g of methanol and 1 g of Raney nickel 55, as the catalyst (water-moist), were initially introduced into a 0.3 l steel autoclave. After the air had been displaced with nitrogen and hydrogen, hydrogen was forced in at room temperature up to a pressure of 80 bar, while stirring the mixture, a slight increase in temperature already being observed. The mixture was heated to 60° C., while continuing to stir and keep the hydrogen pressure constan... Starting materials: [I-].[Na+] (sodium iodide), [N-]=[N+]=[N-].[Na+] (sodium azide), ClCC(=O)C1=CC(=C(C=C1)O)O (2-chloro-3',4'-dihydroxyacetophenone). The solvent is CC(=O)C (acetone). Run at temperature 40 celsius, time 5 hour. Product: Cl.NCC(=O)C1=CC(=C(C=C1)O)O (2-amino-3',4'-dihydroxyacetophenone hydrochloride). Isolated yield 50.4%. Reaction SMILES: [Cl:1][CH2:2][C:3]([C:5]1[CH:10]=[CH:9][C:8]([OH:11])=[C:7]([OH:12])[CH:6]=1)=[O:4].[I-].[Na+].[N-:15]=[N+]=[N-].[Na+]>CC(C)=O>[ClH:1].[NH2:15][CH2:2][C:3]([C:5]1[CH:10]=[CH:9][C:8]([OH:11])=[C:7]([OH:12])[CH:6]=1)=[O:4] |f:1.2,3.4,6.7|. Procedure: 10 g (53.6 mmol) of 2-chloro-3',4'-dihydroxyacetophenone was dissolved in 50 ml of acetone, and 600 mg (4.0 mmol) of sodium iodide and 5.23 g (80.5 mmol) of sodium azide were added thereto. The mixture was refluxed for 24 hours. Insoluble substances in the reaction solution were filtered off and concentrated under reduced pressure. Ethyl acetate was added to the reaction solution, and washed sequentially with water and a saturated sodium chloride aqueous solution, and dried over anhydrous sodium...